Dataset: the Open Reaction Database (ORD), a public repository of structured organic reaction records. Task: describe an organic reaction: reactants, conditions, products, and yield Reactants: Brc1cnc(OC2CN3CCC2CC3)nc1, CC1(C)OB(c2cccc3[nH]ccc23)OC1(C)C. Product: c1cc(-c2cnc(OC3CN4CCC3CC4)nc2)c2cc[nH]c2c1. RXN SMILES: [Br:1][c:2]1[cH:3][n:4][c:5]([O:8][CH:9]2[CH2:10][N:11]3[CH2:12][CH2:13][CH:14]2[CH2:15][CH2:16]3)[n:6][cH:7]1.[CH3:17][C:18]1([CH3:19])[C:20]([CH3:21])([CH3:22])[O:23][B:24]([c:25]2[c:26]3[cH:27][cH:28][nH:29][c:30]3[cH:31][cH:32][cH:33]2)[O:34]1>>[c:2]1(-[c:25]2[c:26]3[cH:27][cH:28][nH:29][c:30]3[cH:31][cH:32][cH:33]2)[cH:3][n:4][c:5]([O:8][CH:9]2[CH2:10][N:11]3[CH2:12][CH2:13][CH:14]2[CH2:15][CH2:16]3)[n:6][cH:7]1.